This data is from the Open Reaction Database (ORD), a public repository of structured organic reaction records. The task is: describe an organic reaction: reactants, conditions, products, and yield Reactants: [Na+].[Na+].[Na+].[N+](=O)([O-])C=1C=C(C=CC1S(=O)(=O)NC1=CC=C(C=2C=C(C=C(C12)S(=O)(=O)[O-])S(=O)(=O)[O-])S(=O)(=O)[O-])C (8-(3-nitro-p-toluenesulfonamido)-1,3,5-naphthalene trisulfonic acid trisodium salt), [H][H] (hydrogen). Reagents/catalysts: [Pd] (palladium on carbon). Solvent: O (water), O (water). Run at time 16 hour. The product is NC=1C=C(C=CC1S(=O)(=O)NC1=CC=C(C=2C=C(C=C(C12)S(=O)(=O)O)S(=O)(=O)O)S(=O)(=O)O)C (8-(3-amino-p-toluenesulfonamido)-1,3,5-naphthalenetrisulfonic acid). Isolated yield 67.5%. As a reaction SMILES: [Na+].[Na+].[Na+].[N+:4]([C:7]1[CH:8]=[C:9]([CH3:39])[CH:10]=[CH:11][C:12]=1[S:13]([NH:16][C:17]1[C:26]2[C:25]([S:27]([O-:30])(=[O:29])=[O:28])=[CH:24][C:23]([S:31]([O-:34])(=[O:33])=[O:32])=[CH:22][C:21]=2[C:20]([S:35]([O-:38])(=[O:37])=[O:36])=[CH:19][CH:18]=1)(=[O:15])=[O:14])([O-])=O.[H][H]>[Pd].O>[NH2:4][C:7]1[CH:8]=[C:9]([CH3:39])[CH:10]=[CH:11][C:12]=1[S:13]([NH:16][C:17]1[C:26]2[C:25]([S:27]([OH:30])(=[O:29])=[O:28])=[CH:24][C:23]([S:31]([OH:34])(=[O:32])=[O:33])=[CH:22][C:21]=2[C:20]([S:35]([OH:38])(=[O:37])=[O:36])=[CH:19][CH:18]=1)(=[O:15])=[O:14] |f:0.1.2.3|. Procedure details: A mixture of 8.0 g of 8-(3-nitro-p-toluenesulfonamido)-1,3,5-naphthalene trisulfonic acid trisodium salt, 160 ml of water and 800 mg of 10% palladium on carbon catalyst is hydrogenated on a Parr shaker until no additional hydrogen is absorbed. The resulting mixture is filtered through diatomaceous earth and the filtrate is evaporated. The residue is dissolved in hot water and filtered. The filtrate is triturated with ethanol until cloudiness persists, then is allowed to stand at room temperature... Starting materials: FC1=C(C(=CC(=C1)C)F)C(C(=O)OC)C (methyl 2-(2,6-difluoro-4-methylphenyl)propionate), C1CC(=O)N(C1=O)Br (NBS). Reagents/catalysts: CC(C)(C#N)N=NC(C)(C)C#N (AIBN). The solvent is C(Cl)(Cl)(Cl)Cl (carbon tetrachloride). Yields the product BrCC1=CC(=C(C(=C1)F)C(C(=O)OC)C)F (methyl 2-[4-(bromomethyl)-2,6-difluoro-phenyl]propionate). Yield: 86.1%. Reaction SMILES: [F:1][C:2]1[CH:7]=[C:6]([CH3:8])[CH:5]=[C:4]([F:9])[C:3]=1[CH:10]([CH3:15])[C:11]([O:13][CH3:14])=[O:12].C1C(=O)N([Br:23])C(=O)C1>C(Cl)(Cl)(Cl)Cl.CC(N=NC(C#N)(C)C)(C#N)C>[Br:23][CH2:8][C:6]1[CH:7]=[C:2]([F:1])[C:3]([CH:10]([CH3:15])[C:11]([O:13][CH3:14])=[O:12])=[C:4]([F:9])[CH:5]=1. Procedure details: A solution of compound (31b) (2.3 g, 10.7 mmol) in carbon tetrachloride (70 mL) was treated with NBS (2.3 g, 12.9 mmol) in the presence of a catalytic amount of AIBN (0.04 g, 0.02 mmol). The obtained crude product was subjected to silica gel column chromatography and elution with an n-hexane/ethyl acetate (4:1) solution to give 2.7 g (86%) of compound (32b) as clear red oil. Reactants: Cc1cc(C)c2ncc(NC(=O)Nc3ccc(F)cc3F)c(-c3ccccc3Cl)c2c1, O=C(OO)c1cccc(Cl)c1, ClCCl. Product: Cc1cc(C)c2c(c1)c(-c1ccccc1Cl)c(NC(=O)Nc1ccc(F)cc1F)c[n+]2[O-]. Reaction SMILES: [Cl:1][c:2]1[c:3](-[c:8]2[c:9]([NH:20][C:21](=[O:22])[NH:23][c:24]3[c:25]([F:31])[cH:26][c:27]([F:30])[cH:28][cH:29]3)[cH:10][n:11][c:12]3[c:13]([CH3:19])[cH:14][c:15]([CH3:18])[cH:16][c:17]23)[cH:4][cH:5][cH:6][cH:7]1.[Cl:32][c:33]1[cH:34][cH:35][cH:36][c:37]([C:38]([O:39][OH:41])=[O:40])[cH:42]1.[Cl:43][CH2:44][Cl:45]>>[Cl:1][c:2]1[c:3](-[c:8]2[c:9]([NH:20][C:21](=[O:22])[NH:23][c:24]3[c:25]([F:31])[cH:26][c:27]([F:30])[cH:28][cH:29]3)[cH:10][n+:11]([O-:40])[c:12]3[c:13]([CH3:19])[cH:14][c:15]([CH3:18])[cH:16][c:17]23)[cH:4][cH:5][cH:6][cH:7]1. The product is CC1=C(C)C(C)(C)CCC1(C)C. RXN SMILES: [OH2:25].[OH:1][C:2]1([CH3:13])[C:3]([CH3:11])([CH3:12])[CH2:4][CH2:5][C:6]([CH3:9])([CH3:10])[CH:7]1[CH3:8].[c:14]1([CH3:15])[cH:16][cH:17][c:18]([S:19]([OH:20])(=[O:21])=[O:22])[cH:23][cH:24]1.[cH:26]1[cH:27][cH:28][cH:29][cH:30][cH:31]1>>[C:2]1([CH3:13])=[C:7]([CH3:8])[C:6]([CH3:9])([CH3:10])[CH2:5][CH2:4][C:3]1([CH3:11])[CH3:12]. Starting materials: O, CC1C(C)(C)CCC(C)(C)C1(C)O, Cc1ccc(S(=O)(=O)O)cc1, c1ccccc1.